The task is: describe an organic reaction: reactants, conditions, products, and yield. This data is from the Open Reaction Database (ORD), a public repository of structured organic reaction records. RXN SMILES: [OH:1][C:2]1[CH:10]=[C:9]([N+:11]([O-:13])=[O:12])[CH:8]=[CH:7][C:3]=1[C:4]([NH2:6])=[O:5].[CH3:14][CH2:15][C:16](=O)[CH2:17][CH3:18].O.C1(C)C=CC(S(O)(=O)=O)=CC=1.C(=O)(O)[O-].[Na+]>C1(C)C=CC=CC=1>[CH2:15]([C:16]1([CH2:17][CH3:18])[NH:6][C:4](=[O:5])[C:3]2[CH:7]=[CH:8][C:9]([N+:11]([O-:13])=[O:12])=[CH:10][C:2]=2[O:1]1)[CH3:14] |f:2.3,4.5|. Yields the product C(C)C1(OC2=C(C(N1)=O)C=CC(=C2)[N+](=O)[O-])CC (2,2-diethyl-7-nitro-2,3-dihydro-4H-1,3-benzoxazin-4-one). Run in C1(=CC=CC=C1)C (toluene). Starting materials: OC1=C(C(=O)N)C=CC(=C1)[N+](=O)[O-] (2-hydroxy-4-nitrobenzamide), C([O-])(O)=O.[Na+] (sodium bicarbonate), CCC(CC)=O (3-pentanone), O.C1(=CC=C(C=C1)S(=O)(=O)O)C (p-toluenesulfonic acid monohydrate). Procedure: A suspension of the compound obtained in (1) described above (5 g), 3-pentanone (6.6 g) and p-toluenesulfonic acid monohydrate (1.6 g) in toluene (70 mL) was heated under reflux overnight. The reaction mixture was poured into a saturated aqueous solution of sodium bicarbonate (100 mL) and the mixture was extracted with ethyl acetate (100 mL×3). The combined organic layer was washed with brine, dried over sodium sulfate and concentrated in vacuo. The resultant residue was recrystallized from ethy...